Dataset: the Open Reaction Database (ORD), a public repository of structured organic reaction records. Task: describe an organic reaction: reactants, conditions, products, and yield Starting materials: C[O-].[Na+] (sodium methoxide), ClC1=NSN=C1C1=CC=C(C=C1)OC (3-chloro-4-(4-methoxyphenyl)-1,2,5-thiadiazole), C(C1=CC=C(C=C1)OC)=O (p-anisaldehyde), C[O-].[Na+] (sodium methoxide), ice water. Run in CN(C=O)C (N,N-dimethylformamide). Reaction conditions: time 18 hour. Product: COC1=NSN=C1C1=CC=C(C=C1)OC (3-methoxy-4-(4-methoxyphenyl)-1,2,5 -thiadiazole). Reaction SMILES: Cl[C:2]1[C:6]([C:7]2[CH:12]=[CH:11][C:10]([O:13][CH3:14])=[CH:9][CH:8]=2)=[N:5][S:4][N:3]=1.C(=O)C1C=C[C:19]([O:22]C)=CC=1.C[O-].[Na+]>CN(C)C=O>[CH3:19][O:22][C:2]1[C:6]([C:7]2[CH:12]=[CH:11][C:10]([O:13][CH3:14])=[CH:9][CH:8]=2)=[N:5][S:4][N:3]=1 |f:2.3|. Reported procedure: Under a dry nitrogen atmosphere 3.0 g (0.0013 mole) of 3-chloro-4-(4-methoxyphenyl)-1,2,5-thiadiazole (prepared by the method of Example 2 from p-anisaldehyde) was added to a stirred suspension of 0.78 g (0.0015 mole) of anhydrous sodium methoxide in 30 ml of N,N-dimethylformamide. The reaction mixture became exothermic. The mixture was allowed to cool slowly to room temperature and stir for approximately 18 hours. Approximately 0.1 g of anhydrous sodium methoxide was added and the mixture stirr... The reactants are O=C(O)c1cccc(-c2nc(N3CCOCC3)nc3c2CCN3c2ccncc2)c1, OC1CCCNC1. Product: O=C(c1cccc(-c2nc(N3CCOCC3)nc3c2CCN3c2ccncc2)c1)N1CCCC(O)C1. As a reaction SMILES: [O:1]1[CH2:2][CH2:3][N:4]([c:7]2[n:8][c:9](-[c:22]3[cH:23][c:24]([C:25](=[O:26])[OH:27])[cH:28][cH:29][cH:30]3)[c:10]3[c:11]([n:12]2)[N:13]([c:16]2[cH:17][cH:18][n:19][cH:20][cH:21]2)[CH2:14][CH2:15]3)[CH2:5][CH2:6]1.[OH:31][CH:32]1[CH2:33][NH:34][CH2:35][CH2:36][CH2:37]1>>[O:1]1[CH2:2][CH2:3][N:4]([c:7]2[n:8][c:9](-[c:22]3[cH:23][c:24]([C:25](=[O:27])[N:34]4[CH2:33][CH:32]([OH:31])[CH2:37][CH2:36][CH2:35]4)[cH:28][cH:29][cH:30]3)[c:10]3[c:11]([n:12]2)[N:13]([c:16]2[cH:17][cH:18][n:19][cH:20][cH:21]2)[CH2:14][CH2:15]3)[CH2:5][CH2:6]1. Starting materials: OC1C2(CCN(C2=O)C2=CC=C(C=C2)OC(C(F)(F)F)C)CCNC1 ((5SR,6RS)-6-hydroxy-2-[4-((rac)-2,2,2-trifluoro-1-methyl-ethoxy)-phenyl]-2,8-diaza-spiro[4.5]decan-1-one), CN1N=CC=C1S(=O)(=O)Cl (2-methyl-2H-pyrazole-3-sulfonyl chloride). Product: OC1C2(CCN(C2=O)C2=CC=C(C=C2)OC(C(F)(F)F)C)CCN(C1)S(=O)(=O)C=1N(N=CC1)C ((5RS,6RS)-6-Hydroxy-8-(2-methyl-2H-pyrazole-3-sulfonyl)-2-[4-((rac)-2,2,2-trifluoro-1-methyl-ethoxy)-phenyl]-2,8-diaza-spiro[4.5]decan-1-one). Reaction SMILES: [OH:1][CH:2]1[CH2:25][NH:24][CH2:23][CH2:22][C:3]21[C:7](=[O:8])[N:6]([C:9]1[CH:14]=[CH:13][C:12]([O:15][CH:16]([CH3:21])[C:17]([F:20])([F:19])[F:18])=[CH:11][CH:10]=1)[CH2:5][CH2:4]2.[CH3:26][N:27]1[C:31]([S:32](Cl)(=[O:34])=[O:33])=[CH:30][CH:29]=[N:28]1>>[OH:1][CH:2]1[CH2:25][N:24]([S:32]([C:31]2[N:27]([CH3:26])[N:28]=[CH:29][CH:30]=2)(=[O:34])=[O:33])[CH2:23][CH2:22][C:3]21[C:7](=[O:8])[N:6]([C:9]1[CH:14]=[CH:13][C:12]([O:15][CH:16]([CH3:21])[C:17]([F:20])([F:18])[F:19])=[CH:11][CH:10]=1)[CH2:5][CH2:4]2. Procedure details: The title compound was prepared in analogy to example 2 step B from a mixture of (5SR,6RS)-6-hydroxy-2-[4-((rac)-2,2,2-trifluoro-1-methyl-ethoxy)-phenyl]-2,8-diaza-spiro[4.5]decan-1-one (described in example 10 step B) and 2-methyl-2H-pyrazole-3-sulfonyl chloride. Light yellow solid. MS (ESI): 503.1 (MH+) Reactants: fine powder, IC(F)(F)C(F)(C(F)(F)F)OC(F)(F)C(F)(F)C(=O)N (ICF2CF(CF3)OCF2CF2CONH2), O=P12OP3(=O)OP(=O)(O1)OP(=O)(O2)O3 (P2O5). Conditions: temperature 175 celsius. The product is IC(F)(F)C(F)(C(F)(F)F)OC(F)(F)C(F)(F)C#N (ICF2CF(CF3)OCF2CF2CN). As a reaction SMILES: [I:1][C:2]([C:5]([O:11][C:12]([C:15]([C:18]([NH2:20])=O)([F:17])[F:16])([F:14])[F:13])([C:7]([F:10])([F:9])[F:8])[F:6])([F:4])[F:3].O=P12OP3(OP(OP(O3)(O1)=O)(=O)O2)=O>>[I:1][C:2]([C:5]([O:11][C:12]([C:15]([C:18]#[N:20])([F:16])[F:17])([F:13])[F:14])([C:7]([F:10])([F:9])[F:8])[F:6])([F:4])[F:3]. Procedure details: A mixture of 17.5 g of fine powder of ICF2CF(CF3)OCF2CF2CONH2 and 17 g of P2O5 was heated at 150 to 200° C., during which volatiles were distilled out. Final volatiles were collected in a -78° C. trap at 13.3 kPa. A total of 13.8 g of ICF2CF(CF3)OCF2CF2CN were obtained, 95% pure by GC. 19F NMR: -58.6 (dm J=212.4 Hz, 1F), -60.1 (dm J=212 Hz, 1F), -76.7 (m, 3F), -83.3 (dm, J=135 Hz, 1F), -84.8 (dm, J=135 Hz, 1F), -108.6 (t, j=6.3 Hz, 2F), -133.6 (m, 1F). IR(neat): 2268 (m), 1113 (s). Starting materials: CC(C#C)(CCCCC)O[Si](C)(C)C (3-methyl-3-trimethylsilyloxy 1-octyne), C(CCC)[SnH](CCCC)CCCC (tributyl tinhydride). Product: CC(CCCCC)(\C=C/[Sn](CCCC)(CCCC)CCCC)O[Si](C)(C)C ([[1-methyl-1-[2-(tributylstannyl)-Z-ethenyl]hexyl]oxy]trimethylsilane). Isolated yield 66.0%. As a reaction SMILES: [CH3:1][C:2]([O:10][Si:11]([CH3:14])([CH3:13])[CH3:12])([CH2:5][CH2:6][CH2:7][CH2:8][CH3:9])[C:3]#[CH:4].[CH2:15]([SnH:19]([CH2:24][CH2:25][CH2:26][CH3:27])[CH2:20][CH2:21][CH2:22][CH3:23])[CH2:16][CH2:17][CH3:18]>>[CH3:1][C:2]([O:10][Si:11]([CH3:12])([CH3:13])[CH3:14])(/[CH:3]=[CH:4]\[Sn:19]([CH2:20][CH2:21][CH2:22][CH3:23])([CH2:24][CH2:25][CH2:26][CH3:27])[CH2:15][CH2:16][CH2:17][CH3:18])[CH2:5][CH2:6][CH2:7][CH2:8][CH3:9]. Procedure: The compound 7 was prepared according to the procedure for the synthesis of 3. The 3-methyl-3-trimethylsilyloxy 1-octyne (48 retool) was treated with tributyl tinhydride to yield 7 (66 %). Starting materials: C(C)(=O)OC1=CC=2[C@@H](C[C@H]3[C@@H]4C[C@H](C([C@@]4(C)CC[C@@H]3C2C=C1)=O)OC(C)=O)CC(=O)OCC (3,16α-diacetoxy-6β-ethoxycarbonylmethyl-1,3,5(10)-estratrien-17-one), [BH4-].[Na+] (NaBH4). Run in CO (methanol), CO (methanol). Conditions: time 20 hour. Yields the product C(C)(=O)O[C@H]1[C@@H]([C@]2(C)[C@@H](C1)[C@@H]1C[C@H](C=3C=C(C=CC3[C@H]1CC2)O)CC(=O)OCC)O (16α-acetoxy-6β-ethoxycarbonylmethyl-1,3,5(10)-estratriene-3,17β-diol), C(C)OC(=O)C[C@@H]1C[C@H]2[C@@H]3C[C@H]([C@@H]([C@@]3(C)CC[C@@H]2C=2C=CC(=CC12)O)O)O (6β-ethoxycarbonylmethyl-1,3,5(10)-estratriene-3,16α,17β-triol). As a reaction SMILES: C([O:4][C:5]1[CH:22]=[CH:21][C:20]2[C@@H:19]3[C@H:10]([C@H:11]4[C@@:15]([CH2:17][CH2:18]3)([CH3:16])[C:14](=[O:23])[C@H:13]([O:24][C:25](=[O:27])[CH3:26])[CH2:12]4)[CH2:9][C@@H:8]([CH2:28][C:29]([O:31][CH2:32][CH3:33])=[O:30])[C:7]=2[CH:6]=1)(=O)C.[BH4-].[Na+]>CO>[C:25]([O:24][C@@H:13]1[CH2:12][C@H:11]2[C@H:10]3[C@H:19]([CH2:18][CH2:17][C@:15]2([CH3:16])[C@H:14]1[OH:23])[C:20]1[CH:21]=[CH:22][C:5]([OH:4])=[CH:6][C:7]=1[C@H:8]([CH2:28][C:29]([O:31][CH2:32][CH3:33])=[O:30])[CH2:9]3)(=[O:27])[CH3:26].[CH2:32]([O:31][C:29]([CH2:28][C@H:8]1[C:7]2[CH:6]=[C:5]([OH:4])[CH:22]=[CH:21][C:20]=2[C@@H:19]2[C@H:10]([C@H:11]3[C@@:15]([CH2:17][CH2:18]2)([CH3:16])[C@@H:14]([OH:23])[C@H:13]([OH:24])[CH2:12]3)[CH2:9]1)=[O:30])[CH3:33] |f:1.2|. Procedure details: 300 mg. of 3,16α-diacetoxy-6β-ethoxycarbonylmethyl-1,3,5(10)-estratrien-17-one is dissolved in 11 ml. of methanol and gradually combined at +5°C. with 0.17 g. of NaBH4 in 9 ml. of methanol. After allowing the mixture to stand for 20 hours at room temperature, it is concentrated and stirred into water which contains hydrochloric acid. The reduction product is taken up in ethyl acetate, the solution is washed neutral, dried, and evaporated. By preparative thin-layer chromatography, 330 mg. of crud... Starting materials: FC(C1=CC=C(OCC2=CC=C(C=C2)SC2=CC(=C(OCC(=O)O)C=C2)C)C=C1)(F)F (4-[[4-[(4-Trifluoromethylphenoxy)methyl]phenyl]sulfanyl]-2-methylphenoxy-acetic acid), C(C)OC(COC1=CC=C(C=2CCCCC12)SC1=C(C=C(C=C1)CNC1=CC=C(C=C1)C(F)(F)F)Cl)=O ((4-{2-Chloro-4-[(4-trifluoromethyl-phenylamino)-methyl]-phenylsulfanyl}-5,6,7,8-tetrahydro-naphthalen-1-yloxy)-acetic acid ethyl ester). Product: ClC1=C(C=CC(=C1)CNC1=CC=C(C=C1)C(F)(F)F)SC1=CC=C(C=2CCCCC12)OCC(=O)O ((4-{2-Chloro-4-[(4-trifluoromethyl-phenylamino)-methyl]-phenylsulfanyl}-5,6,7,8-tetrahydro-naphthalen-1-yloxy)-acetic acid). Reaction SMILES: FC(F)(F)C1C=CC(OCC2C=CC(SC3C=CC(OCC(O)=O)=C(C)C=3)=CC=2)=CC=1.C([O:34][C:35](=[O:68])[CH2:36][O:37][C:38]1[C:47]2[CH2:46][CH2:45][CH2:44][CH2:43][C:42]=2[C:41]([S:48][C:49]2[CH:54]=[CH:53][C:52]([CH2:55][NH:56][C:57]3[CH:62]=[CH:61][C:60]([C:63]([F:66])([F:65])[F:64])=[CH:59][CH:58]=3)=[CH:51][C:50]=2[Cl:67])=[CH:40][CH:39]=1)C>>[Cl:67][C:50]1[CH:51]=[C:52]([CH2:55][NH:56][C:57]2[CH:62]=[CH:61][C:60]([C:63]([F:66])([F:64])[F:65])=[CH:59][CH:58]=2)[CH:53]=[CH:54][C:49]=1[S:48][C:41]1[C:42]2[CH2:43][CH2:44][CH2:45][CH2:46][C:47]=2[C:38]([O:37][CH2:36][C:35]([OH:68])=[O:34])=[CH:39][CH:40]=1. Reported procedure: The title compound was prepared according to the method described for preparing compound 7, using compound 22.5 as the starting material. MS APSI m/e: 520 (M−H). 1H NMR (400 MHz) (DMSO-d6) δ 13.03 (1H, brs); 7.43 (1H, s); 7.35 (2H, d, J=8.6 Hz); 7.31 (1H, d, J=8.5 Hz); 7.16 (1H, d, J=8.2 Hz); 6.98 (1H, t, J=6.0 Hz); 6.78 (1H, d, J=8.6 Hz); 6.64 (2H, d, J=8.6 Hz); 6.48 (1H, d, J=8.2 Hz); 4.75 (2H, s); 4.26 (2H, d, J=5.9 Hz); 2.66-2.63 (4H, m); 1.66-1.65 (4H, m). As a reaction SMILES: [CH3:34][O:35][c:36]1[cH:37][cH:38][c:39]([CH2:42][C:43](=[O:44])[Cl:45])[cH:40][cH:41]1.[CH3:46][OH:47].[CH3:52][C:53](=[O:54])[OH:55].[CH:15]([CH:16]=[CH:17][c:18]1[cH:19][cH:20][cH:21][cH:22][cH:23]1)=[O:24].[CH:25]([N:26]([CH:27]([CH3:28])[CH3:29])[CH2:30][CH3:31])([CH3:32])[CH3:33].[Cl:48][CH2:49][Cl:50].[NH2:1][CH:2]1[CH2:3][CH2:4][N:5]([CH2:8][c:9]2[cH:10][cH:11][cH:12][cH:13][cH:14]2)[CH2:6][CH2:7]1.[OH2:51]>>[N:1]([CH:2]1[CH2:3][CH2:4][N:5]([CH2:8][c:9]2[cH:10][cH:11][cH:12][cH:13][cH:14]2)[CH2:6][CH2:7]1)([CH2:15][CH:16]=[CH:17][c:18]1[cH:19][cH:20][cH:21][cH:22][cH:23]1)[C:43]([CH2:42][c:39]1[cH:38][cH:37][c:36]([O:35][CH3:34])[cH:41][cH:40]1)=[O:44]. Starting materials: COc1ccc(CC(=O)Cl)cc1, CO, CC(=O)O, O=CC=Cc1ccccc1, CCN(C(C)C)C(C)C, ClCCl, NC1CCN(Cc2ccccc2)CC1, O. Product: COc1ccc(CC(=O)N(CC=Cc2ccccc2)C2CCN(Cc3ccccc3)CC2)cc1. Starting materials: CCOC(=O)c1ccc(Br)cc1, CC#N, CCOP([O-])OCC, c1ccc(P(c2ccccc2)(c2ccccc2)[Pd](P(c2ccccc2)(c2ccccc2)c2ccccc2)(P(c2ccccc2)(c2ccccc2)c2ccccc2)P(c2ccccc2)(c2ccccc2)c2ccccc2)cc1. Product: CCOC(=O)c1ccc(P(=O)(OCC)OCC)cc1. As a reaction SMILES: [CH2:1]([CH3:2])[O:3][C:4]([c:5]1[cH:6][cH:7][c:8]([Br:11])[cH:9][cH:10]1)=[O:12].[CH3:21][C:22]#[N:23].[P:13]([O:14][CH2:15][CH3:16])([O:17][CH2:18][CH3:19])[O-:20].[cH:24]1[cH:25][cH:26][c:27]([P:28]([Pd:29]([P:30]([c:31]2[cH:32][cH:33][cH:34][cH:35][cH:36]2)([c:37]2[cH:38][cH:39][cH:40][cH:41][cH:42]2)[c:43]2[cH:44][cH:45][cH:46][cH:47][cH:48]2)([P:49]([c:50]2[cH:51][cH:52][cH:53][cH:54][cH:55]2)([c:56]2[cH:57][cH:58][cH:59][cH:60][cH:61]2)[c:62]2[cH:63][cH:64][cH:65][cH:66][cH:67]2)[P:68]([c:69]2[cH:70][cH:71][cH:72][cH:73][cH:74]2)([c:75]2[cH:76][cH:77][cH:78][cH:79][cH:80]2)[c:81]2[cH:82][cH:83][cH:84][cH:85][cH:86]2)([c:87]2[cH:88][cH:89][cH:90][cH:91][cH:92]2)[c:93]2[cH:94][cH:95][cH:96][cH:97][cH:98]2)[cH:99][cH:100]1>>[CH2:1]([CH3:2])[O:3][C:4]([c:5]1[cH:6][cH:7][c:8]([P:13]([O:14][CH2:15][CH3:16])([O:17][CH2:18][CH3:19])=[O:20])[cH:9][cH:10]1)=[O:12]. Reactants: C(CCC)[Li] (n-Butyllithium), NC=1SC=CN1 (2-aminothiazole), [Li]CCCC (n-BuLi), Cl[Si](C)(C)C (chlorotrimethylsilane), C1(CCC1)=O (cyclobutanone). The solvent is C1CCOC1 (THF). Conditions: temperature -60 celsius, time 1 hour. The product is NC=1SC(=CN1)C1(CCC1)O (1-(2-amino-thiazol-5-yl)cyclobutanol). Yield: 59.9%. RXN SMILES: [NH2:1][C:2]1[S:3][CH:4]=[CH:5][N:6]=1.[Li]CCCC.Cl[Si](C)(C)C.[C:17]1(=[O:21])[CH2:20][CH2:19][CH2:18]1>C1COCC1>[NH2:1][C:2]1[S:3][C:4]([C:17]2([OH:21])[CH2:20][CH2:19][CH2:18]2)=[CH:5][N:6]=1. Procedure: A solution of 2-aminothiazole (7.1 g, 71 mmol) in THF (360mL) cooled to −78° C. was treated dropwise with n-BuLi (56.18 mL, 142 mmol) while maintaining an internal temperature less than or about equal to −60° C. After addition was completed, the solution was treated dropwise with chlorotrimethylsilane (18 mL, 142 mmol). The reaction solution was warmed to −10° C., then was cooled back to −78° C. n-Butyllithium (28.4 mL, 71 mmol) was added dropwise and after 10 minutes, cyclobutanone (5.33 mL, 71...